This data is from the Open Reaction Database (ORD), a public repository of structured organic reaction records. The task is: describe an organic reaction: reactants, conditions, products, and yield Reaction conditions: time 7 hour. Starting materials: N1=CC(=CC=C1)C=O (3-Pyridine carbaldehyde), NCCOC=1C=C2C=CC(N(C2=CC1)C)=O (6-(2-Aminoethoxy)-1-methyl-1H-quinolin-2-one), [BH4-].[Na+] (sodium borohydride). Reaction SMILES: [N:1]1[CH:6]=[CH:5][CH:4]=[C:3]([CH:7]=O)[CH:2]=1.[NH2:9][CH2:10][CH2:11][O:12][C:13]1[CH:14]=[C:15]2[C:20](=[CH:21][CH:22]=1)[N:19]([CH3:23])[C:18](=[O:24])[CH:17]=[CH:16]2.[BH4-].[Na+]>CO.O>[CH3:23][N:19]1[C:20]2[C:15](=[CH:14][C:13]([O:12][CH2:11][CH2:10][NH:9][CH2:7][C:3]3[CH:2]=[N:1][CH:6]=[CH:5][CH:4]=3)=[CH:22][CH:21]=2)[CH:16]=[CH:17][C:18]1=[O:24] |f:2.3|. Solvent: CO (methanol), O (Water), CO (methanol). Product: CN1C(C=CC2=CC(=CC=C12)OCCNCC=1C=NC=CC1)=O (1-methyl-6-{2-[N-(pyridin-3-ylmethyl)amino]ethoxy}-1H-quinolin-2-one). Procedure details: 3-Pyridine carbaldehyde(0.99 ml) and 6-(2-Aminoethoxy)-1-methyl-1H-quinolin-2-one(2.18 g) were added to methanol (50 ml). The mixture was stirred at room temperature for 7 hours. The mixture was cooled to 0° C., and sodium borohydride(0.757 g) was added thereto. The mixture was further stirred at room temperature overnight. Water was added to the reaction mixture and methanol was distilled off under reduced pressure. The residue was subjected to extraction using dichloromethane. The organic laye... Starting materials: CCOC(=O)N1CC=C(CC2(c3cccc(OC)c3)OCCO2)CC1, Cc1ccccc1, [H][H]. Yields the product CCOC(=O)N1CCC(CC2(c3cccc(OC)c3)OCCO2)CC1. RXN SMILES: [CH3:1][O:2][c:3]1[cH:4][c:5]([C:9]2([CH2:14][C:15]3=[CH:20][CH2:19][N:18]([C:21](=[O:22])[O:23][CH2:24][CH3:25])[CH2:17][CH2:16]3)[O:10][CH2:11][CH2:12][O:13]2)[cH:6][cH:7][cH:8]1.[CH3:28][c:29]1[cH:30][cH:31][cH:32][cH:33][cH:34]1.[H:26][H:27]>>[CH3:1][O:2][c:3]1[cH:4][c:5]([C:9]2([CH2:14][CH:15]3[CH2:16][CH2:17][N:18]([C:21](=[O:22])[O:23][CH2:24][CH3:25])[CH2:19][CH2:20]3)[O:10][CH2:11][CH2:12][O:13]2)[cH:6][cH:7][cH:8]1. The reactants are O (water), C(C)(C)(C)N (tert-butylamine), ClC1=C(C=C(C=C1)S(=O)(=O)Cl)[N+](=O)[O-] (4-chloro-3-nitrobenzenesulfonyl chloride). Run in ClCCl (dichloromethane), ClCCl (dichloromethane). Run at time 2 hour. Yields the product C(C)(C)(C)NS(=O)(=O)C1=CC(=C(C=C1)Cl)[N+](=O)[O-] (N-(tert-Butyl)-4-chloro-3-nitrobenzenesulfonamide). As a reaction SMILES: [C:1]([NH2:5])([CH3:4])([CH3:3])[CH3:2].[Cl:6][C:7]1[CH:12]=[CH:11][C:10]([S:13](Cl)(=[O:15])=[O:14])=[CH:9][C:8]=1[N+:17]([O-:19])=[O:18].O>ClCCl>[C:1]([NH:5][S:13]([C:10]1[CH:11]=[CH:12][C:7]([Cl:6])=[C:8]([N+:17]([O-:19])=[O:18])[CH:9]=1)(=[O:14])=[O:15])([CH3:4])([CH3:3])[CH3:2]. Reported procedure: To a stirred solution of tert-butylamine (5.1 g, 70 mmol) in dichloromethane (200 mL) was added dropwise a solution of 4-chloro-3-nitrobenzenesulfonyl chloride (17.9 g, 70 mmol) in dichloromethane (100 mL) at room temperature over a period of 30 min, and then the reaction mixture was stirred for 2 h. The reaction mixture was poured into water (100 mL), the organic phase was separated, and the aqueous phase was extracted with ethyl acetate (100 mL). The combined organic extracts were washed with ... The reactants are CC(C)(C)OC(=O)N1CCC1COc1cncc(C#Cc2cccc(CO)c2)c1, CCOC(C)=O, CCCCCC, CCOC(C)=O. Product: CC(C)(C)OC(=O)N1CCC1COc1cncc(CCc2cccc(CO)c2)c1. RXN SMILES: [C:1]([CH3:2])([CH3:3])([CH3:4])[O:5][C:6](=[O:7])[N:8]1[CH:9]([CH2:12][O:13][c:14]2[cH:15][c:16]([C:20]#[C:21][c:22]3[cH:23][c:24]([CH2:28][OH:29])[cH:25][cH:26][cH:27]3)[cH:17][n:18][cH:19]2)[CH2:10][CH2:11]1.[CH3:30][CH2:31][O:32][C:33]([CH3:34])=[O:35].[CH3:36][CH2:37][CH2:38][CH2:39][CH2:40][CH3:41].[CH3:42][CH2:43][O:44][C:45]([CH3:46])=[O:47]>>[C:1]([CH3:2])([CH3:3])([CH3:4])[O:5][C:6](=[O:7])[N:8]1[CH:9]([CH2:12][O:13][c:14]2[cH:15][c:16]([CH2:20][CH2:21][c:22]3[cH:23][c:24]([CH2:28][OH:29])[cH:25][cH:26][cH:27]3)[cH:17][n:18][cH:19]2)[CH2:10][CH2:11]1. The reactants are FC(C(=O)N1CCOC2=C1C=CC=C2)(F)F (4-(trifluoroacetyl)-3,4-dihydro-2H-1,4-benzoxazine), C(Cl)Cl (methylene chloride), ICl (iodine monochloride), S([O-])(O)=O.[Na+] (sodium bisulfite), O (water). Solvent: C(C)(=O)O (acetic acid), C(C)(=O)O (acetic acid). Run at time 45 minute. Product: FC(C(=O)OC(C(F)(F)F)=O)(F)F (Trifluoroacetic anhydride). As a reaction SMILES: [F:1][C:2]([F:16])([F:15])[C:3](N1C2C=CC=CC=2OCC1)=[O:4].C(Cl)Cl.ICl.S(=O)(O)[O-].[Na+].[OH2:27]>C(O)(=O)C>[F:16][C:2]([F:1])([F:15])[C:3]([O:4][C:3](=[O:4])[C:2]([F:16])([F:15])[F:1])=[O:27] |f:3.4|. Reported procedure: A mixture of 0.5 g (2.16 mmol) of this 4-(trifluoroacetyl)-3,4-dihydro-2H-1,4-benzoxazine, 20 ml of glacial acetic acid and 5 ml of methylene chloride was cooled to 10° in an ice bath. A solution of 1 ml of iodine monochloride in 1 ml of acetic acid was added slowly over a period of 5 minutes Following the addition, the mixture was stirred for 45 minutes and was then diluted with water and a aqueous solution of sodium bisulfite. The product was extracted with ether. The extracts were washed with...